From a dataset of the Open Reaction Database (ORD), a public repository of structured organic reaction records. describe an organic reaction: reactants, conditions, products, and yield Starting materials: [BH3-]C#N, CCCCCCSc1nc(C)cc(C=O)n1, CC1CCCC(C)N1, CC(C)O, [Na+], O. Yields the product CCCCCCSc1nc(C)cc(CN2C(C)CCCC2C)n1. As a reaction SMILES: [C:25]([BH3-:26])#[N:27].[CH2:1]([CH2:2][CH2:3][CH2:4][CH2:5][CH3:6])[S:7][c:8]1[n:9][c:10]([CH3:16])[cH:11][c:12]([CH:14]=[O:15])[n:13]1.[CH3:17][CH:18]1[NH:19][CH:20]([CH3:24])[CH2:21][CH2:22][CH2:23]1.[CH3:30][CH:31]([OH:32])[CH3:33].[Na+:28].[OH2:29]>>[CH2:1]([CH2:2][CH2:3][CH2:4][CH2:5][CH3:6])[S:7][c:8]1[n:9][c:10]([CH3:16])[cH:11][c:12]([CH2:14][N:19]2[CH:18]([CH3:17])[CH2:23][CH2:22][CH2:21][CH:20]2[CH3:24])[n:13]1. Reactants: Br, Cc1cccc(Br)c1Br, O=S(=O)(O)O. Yields the product O=Cc1cccc(Br)c1Br. As a reaction SMILES: [Br:1].[Br:2][c:3]1[c:4]([CH3:10])[cH:5][cH:6][cH:7][c:8]1[Br:9].[S:11]([OH:12])(=[O:13])(=[O:14])[OH:15]>>[Br:2][c:3]1[c:4]([CH:10]=[O:12])[cH:5][cH:6][cH:7][c:8]1[Br:9]. Reactants: CC(C)(C)OC(=O)NC(C(=O)O)c1ccc(OCCN2CCCCC2)cc1, CCC(=O)c1csc(NC(=O)C(C(C)c2ccccc2)N2C(=O)NC(c3ccc(OC)cc3)C2=O)n1, CCN=C=NCCCN(C)C, Cl, C1CCOC1. Yields the product CCC(=O)c1csc(NC(=O)C(NC(=O)C(NC(=O)OC(C)(C)C)c2ccc(OCCN3CCCCC3)cc2)C(C)c2ccccc2)n1. Reaction SMILES: [C:1]([CH3:2])([CH3:3])([CH3:4])[O:5][C:6](=[O:7])[NH:8][CH:9]([C:10](=[O:11])[OH:12])[c:13]1[cH:14][cH:15][c:16]([O:19][CH2:20][CH2:21][N:22]2[CH2:23][CH2:24][CH2:25][CH2:26][CH2:27]2)[cH:17][cH:18]1.[CH3:28][O:29][c:30]1[cH:31][cH:32][c:33]([CH:34]2[C:35](=[O:36])[N:39]([CH:42]([C:43](=[O:44])[NH:45][c:46]3[s:47][cH:48][c:49]([C:51]([CH2:52][CH3:53])=[O:54])[n:50]3)[CH:55]([CH3:56])[c:57]3[cH:58][cH:59][cH:60][cH:61][cH:62]3)[C:37](=[O:38])[NH:40]2)[cH:41][cH:63]1.[CH3:65][N:66]([CH3:67])[CH2:68][CH2:69][CH2:70][N:71]=[C:72]=[N:73][CH2:74][CH3:75].[ClH:64].[O:76]1[CH2:77][CH2:78][CH2:79][CH2:80]1>>[C:1]([CH3:2])([CH3:3])([CH3:4])[O:5][C:6](=[O:7])[NH:8][CH:9]([C:10](=[O:11])[NH:39][CH:42]([C:43](=[O:44])[NH:45][c:46]1[s:47][cH:48][c:49]([C:51]([CH2:52][CH3:53])=[O:54])[n:50]1)[CH:55]([CH3:56])[c:57]1[cH:58][cH:59][cH:60][cH:61][cH:62]1)[c:13]1[cH:14][cH:15][c:16]([O:19][CH2:20][CH2:21][N:22]2[CH2:23][CH2:24][CH2:25][CH2:26][CH2:27]2)[cH:17][cH:18]1. Starting materials: [OH-].[Co+2].[OH-] (cobalt hydroxide), resultant mixture, [OH-].[Na+] (sodium hydroxide), O=O (Oxygen), S(=O)(=O)([O-])[O-].[Co+2] (cobalt sulfate), C(CC(O)(C(=O)O)CC(=O)O)(=O)O (citric acid). Run at time 10 hour. The product is S(=O)(=O)([O-])[O-].[Co+2] (cobalt sulfate), [OH-].[Na+] (sodium hydroxide), [O-2].[O-2].[O-2].[O-2].[Co+2].[Co+3].[Co+3] (tricobalt tetraoxide). As a reaction SMILES: [S:1]([O-:5])([O-:4])(=[O:3])=[O:2].[Co+2:6].C(O)(=O)CC(CC(O)=O)(C(O)=O)[OH:10].[OH-:20].[Na+:21].O=O.[OH-].[Co+2].[OH-]>>[S:1]([O-:5])([O-:4])(=[O:3])=[O:2].[Co+2:6].[OH-:10].[Na+:21].[O-2:20].[O-2:2].[O-2:2].[O-2:2].[Co+2:6].[Co+3:6].[Co+3:6] |f:0.1,3.4,6.7.8,9.10,11.12,13.14.15.16.17.18.19|. Procedure details: A cobalt sulfate solution (2 mol/L) and sodium hydroxide solution (5 mol/L) were prepared respectively. To the cobalt sulfate solution, citric acid was added. The resultant mixture and the sodium hydroxide solution were simultaneously added into a reactor by a cocurrent method, and the reaction mixture was allowed to react at 50° C. The pH value was measured at 11. Oxygen was charged uniformly as an oxidant, and the amount thereof was 1.2 times that needed for completely oxidizing the generated ... Reactants: ClCCCl, C=C1CC(C(=O)O)C1, NC(c1ccc2ccc(-c3ccccc3)nc2c1)c1nccnc1Cl, ClCCl, On1nnc2ccccc21. Product: C=C1CC(C(=O)NC(c2ccc3ccc(-c4ccccc4)nc3c2)c2nccnc2Cl)C1. RXN SMILES: [CH2:26]([Cl:27])[CH2:28][Cl:29].[CH2:40]=[C:41]1[CH2:42][CH:43]([C:45](=[O:46])[OH:47])[CH2:44]1.[Cl:1][c:2]1[c:3]([CH:8]([c:9]2[cH:10][cH:11][c:12]3[cH:13][cH:14][c:15](-[c:19]4[cH:20][cH:21][cH:22][cH:23][cH:24]4)[n:16][c:17]3[cH:18]2)[NH2:25])[n:4][cH:5][cH:6][n:7]1.[Cl:48][CH2:49][Cl:50].[OH:30][n:31]1[c:32]2[c:33]([cH:34][cH:35][cH:36][cH:37]2)[n:38][n:39]1>>[Cl:1][c:2]1[c:3]([CH:8]([c:9]2[cH:10][cH:11][c:12]3[cH:13][cH:14][c:15](-[c:19]4[cH:20][cH:21][cH:22][cH:23][cH:24]4)[n:16][c:17]3[cH:18]2)[NH:25][C:45]([CH:43]2[CH2:42][C:41](=[CH2:40])[CH2:44]2)=[O:46])[n:4][cH:5][cH:6][n:7]1. Starting materials: product, C(C(=O)Cl)(=O)Cl (oxalyl chloride), [H-].[Na+] (Sodium hydride), N1C=CC2=C(C=CC=C12)C(C)O (1-(1H-Indole-4-yl)-ethanol), CN(C)C=O (DMF), IC (iodomethane). The solvent is CCOCC (ether), C(Cl)(Cl)Cl.CO (chloroform methanol). Reaction conditions: temperature 0 celsius, time 20 minute. Product: COC(C)C1=C2C(=CN(C2=CC=C1)C)CCN (2-[4-(1-methoxy-ethyl)-1-methyl-1H-indol-3-yl]-ethylamine). RXN SMILES: [H-].[Na+].[NH:3]1[C:11]2[C:6](=[C:7]([CH:12]([OH:14])[CH3:13])[CH:8]=[CH:9][CH:10]=2)[CH:5]=[CH:4]1.IC.[C:17](Cl)(=O)C(Cl)=O.[CH3:23][N:24]([CH:26]=O)[CH3:25]>C(Cl)(Cl)Cl.CO.CCOCC>[CH3:17][O:14][CH:12]([C:7]1[CH:6]=[CH:5][CH:4]=[C:25]2[C:8]=1[C:9]([CH2:10][CH2:11][NH2:3])=[CH:26][N:24]2[CH3:23])[CH3:13] |f:0.1,6.7|. Procedure: Sodium hydride (10 mmol) is added to 1-(1H-Indole-4-yl)-ethanol(4 mmol) in DMF (7 mL). After stirring 20 minutes, iodomethane (10 mmol) is added and the mixture stirred an additional 2 hours. The reaction is then partitioned between water and ethyl acetate, the layers are separated, the ethyl acetate phase removed in vacuo, and the product dried under high vacuum. The residue is then dissolved in a small amount of alcohol, and 4-(1-methoxy-ethyl)-1-methyl-1H-indole isolated by chromatography on ... Reactants: N(N)C1=NC(=NC(=C1)C1=CC=CC=C1)C (4-hydrazino-2-methyl-6-phenylpyrimidine), ClC1=CC=C(C=C1)C(C)=O (1-(4-Chloro-phenyl)-ethanone), off-white solid. Solvent: C(C)O (ethanol). Yields the product ClC1=CC=C(C=C1)C(C)=NNC1=NC(=NC(=C1)C1=CC=CC=C1)C (N-[1-(4-Chloro-phenyl)ethylidene]-N′-(2-methyl-6-phenyl-pyrimidin-4-yl)-hydrazine). As a reaction SMILES: [NH:1]([C:3]1[CH:8]=[C:7]([C:9]2[CH:14]=[CH:13][CH:12]=[CH:11][CH:10]=2)[N:6]=[C:5]([CH3:15])[N:4]=1)[NH2:2].[Cl:16][C:17]1[CH:22]=[CH:21][C:20]([C:23](=O)[CH3:24])=[CH:19][CH:18]=1>C(O)C>[Cl:16][C:17]1[CH:22]=[CH:21][C:20]([C:23](=[N:2][NH:1][C:3]2[CH:8]=[C:7]([C:9]3[CH:14]=[CH:13][CH:12]=[CH:11][CH:10]=3)[N:6]=[C:5]([CH3:15])[N:4]=2)[CH3:24])=[CH:19][CH:18]=1. Reported procedure: The title compound was prepared from 4-hydrazino-2-methyl-6-phenylpyrimidine (300 mg, 1.5 mmol) and 1-(4-Chloro-phenyl)-ethanone (136 μL, 1.05 mmol) in 8.0 mL of ethanol by a procedure similar to example 1, step 4 yielding 190 mg (38%) of an off-white solid. HPLC Purity: 98%. Starting materials: BrCCN1N=C(C=C1CCl)[N+](=O)[O-] (1-(2-Bromoethyl)-5-(chloromethyl)-3-nitro-1H-pyrazole), COCC(C)N (1-methoxypropan-2-amine), CS(=O)C (DMSO). Solvent: O (water). Conditions: temperature 120 celsius. Product: COCC(C)N1CC=2N(CC1)N=C(C2)[N+](=O)[O-] (5-(1-Methoxypropan-2-yl)-2-nitro-4,5,6,7-tetrahydropyrazolo[1,5-a]pyrazine). Yield: 67.5%. RXN SMILES: Br[CH2:2][CH2:3][N:4]1[C:8]([CH2:9]Cl)=[CH:7][C:6]([N+:11]([O-:13])=[O:12])=[N:5]1.[CH3:14][O:15][CH2:16][CH:17]([NH2:19])[CH3:18].CS(C)=O>O>[CH3:14][O:15][CH2:16][CH:17]([N:19]1[CH2:2][CH2:3][N:4]2[N:5]=[C:6]([N+:11]([O-:13])=[O:12])[CH:7]=[C:8]2[CH2:9]1)[CH3:18]. Reported procedure: A microwave vial equipped with a magnetic stirrer was charged with 1-(2-bromoethyl)-5-(chloromethyl)-3-nitro-1H-pyrazole 296c (1.0 g, 3.7 mmol), 1-methoxypropan-2-amine (1.0 g, 11.2 mmol), and DMSO (6 mL). The mixture was heated at 120° C. under microwave irradiation for 1.0 h. It was the cooled to room temperature and diluted with water (30 mL). The resulting mixture was extracted with ethyl acetate (3×20 mL). The combined organic layer was dried and concentrated under reduced pressure. The res... The reactants are BrCc1ccccc1, CC#N, N#CCc1ccc(Cl)c(O)c1, [K+], [K+], O=C([O-])[O-]. Yields the product N#CCc1ccc(Cl)c(OCc2ccccc2)c1. As a reaction SMILES: [CH2:18]([c:19]1[cH:20][cH:21][cH:22][cH:23][cH:24]1)[Br:25].[CH3:26][C:27]#[N:28].[Cl:1][c:2]1[c:3]([OH:11])[cH:4][c:5]([CH2:8][C:9]#[N:10])[cH:6][cH:7]1.[K+:12].[K+:13].[O-:14][C:15]([O-:16])=[O:17]>>[Cl:1][c:2]1[c:3]([O:11][CH2:18][c:19]2[cH:20][cH:21][cH:22][cH:23][cH:24]2)[cH:4][c:5]([CH2:8][C:9]#[N:10])[cH:6][cH:7]1.